Task: describe an organic reaction: reactants, conditions, products, and yield. Dataset: the Open Reaction Database (ORD), a public repository of structured organic reaction records The reactants are ClC1=CC=C(C=C1)C1=C(C(=NN1C1=C(C=C(C=C1)Cl)Cl)C(=O)OCC)SC (ethyl 5-(4-chlorophenyl)-1-(2,4-dichlorophenyl)-4-(methylthio)-1H-pyrazole-3-carboxylate), O.NN (hydrazine monohydrate). The solvent is CCOC(=O)C (EtOAc), CCO (EtOH). Run at temperature 90 celsius. The product is ClC1=CC=C(C=C1)C1=C(C(=NN1C1=C(C=C(C=C1)Cl)Cl)C(=O)NN)SC (5-(4-chlorophenyl)-1-(2,4-dichlorophenyl)-4-(methylthio)-1H-pyrazole-3-carbohydrazide). Yield: 70.0%. RXN SMILES: [Cl:1][C:2]1[CH:7]=[CH:6][C:5]([C:8]2[N:12]([C:13]3[CH:18]=[CH:17][C:16]([Cl:19])=[CH:15][C:14]=3[Cl:20])[N:11]=[C:10]([C:21]([O:23]CC)=O)[C:9]=2[S:26][CH3:27])=[CH:4][CH:3]=1.O.[NH2:29][NH2:30]>CCO.CCOC(C)=O>[Cl:1][C:2]1[CH:3]=[CH:4][C:5]([C:8]2[N:12]([C:13]3[CH:18]=[CH:17][C:16]([Cl:19])=[CH:15][C:14]=3[Cl:20])[N:11]=[C:10]([C:21]([NH:29][NH2:30])=[O:23])[C:9]=2[S:26][CH3:27])=[CH:6][CH:7]=1 |f:1.2|. Procedure details: To a solution of ethyl 5-(4-chlorophenyl)-1-(2,4-dichlorophenyl)-4-(methylthio)-1H-pyrazole-3-carboxylate (6) (300 mg, 0.68 mmol) in EtOH (5 mL) was added hydrazine monohydrate (1 mL). The reaction mixture was refluxed for 2 h at 90° C. Reaction mixture was diluted with EtOAc and washed with saturated NaCl. The organic layer was dried over anhydrous MgSO4, filtered, and concentrated in vacuo to obtain 200 mg (70%) of the title compound as a white solid. The obtained compound was used for the nex... Reactants: [OH-].[Na+] (sodium hydroxide), CNS(=O)(=O)C1=CC=C(C=C1)C (N-methyl-4-methylbenzenesulfonamide), C(C=C)Br (Allyl bromide). The reagents and catalysts are [Cl-].C(C)[N+](CC)(CC)CC (Tetraethyl ammonium chloride). The solvent is CC(C)O (2-propanol). Conditions: time 1 hour. Product: C(C=C)C1=C(C=CC(=C1)C)S(=O)(=O)N (allyl-4-methylbenzenesulfonamide). RXN SMILES: C[NH:2][S:3]([C:6]1[CH:11]=[CH:10][C:9]([CH3:12])=[CH:8][CH:7]=1)(=[O:5])=[O:4].[OH-].[Na+].[CH2:15](Br)[CH:16]=[CH2:17]>CC(O)C.[Cl-].C([N+](CC)(CC)CC)C>[CH2:17]([C:7]1[CH:8]=[C:9]([CH3:12])[CH:10]=[CH:11][C:6]=1[S:3]([NH2:2])(=[O:5])=[O:4])[CH:16]=[CH2:15] |f:1.2,5.6|. Reported procedure: N-methyl-4-methylbenzenesulfonamide (5.55 g, 0.05 mol) was dissolved in 2-propanol (75 ml). Tetraethyl ammonium chloride (0.1 g) and 50% sodium hydroxide (2.40 gm) were added to the solution. Allyl bromide (2.30 g, 0.03 mol) was added to the reaction mixture and the solution stirred for 1 hr. The solution was filtered to remove sodium bromide and the 2-propanol evaporated in vacuo. The crude product was diluted with ethyl acetate and washed with water (2×), dried over anhydrous magnesium sulfate... Starting materials: C(C)C(CC)NC1=CC(=NC(=C1C(=O)O)NC1=C(C=C(C=C1C)C)C)C (4-(1-ethyl-propylamino)-6-methyl-2-(2,4,6-trimethyl-phenylamino)-nicotinic acid), [H-].[Al+3].[Li+].[H-].[H-].[H-] (lithium aluminum hydride). Run in C(C)OCC (diethyl ether), [Cl-].[Cl-].[Cl-].[Al+3] (aluminum trichloride). Yields the product C(C)C(CC)NC1=C(C(=NC(=C1)C)NC1=C(C=C(C=C1C)C)C)C (N4-(1-Ethyl-propyl)-3,6-dimethyl-N2-(2,4,6-trimethyl-phenyl)-pyridine-2,4-diamine). As a reaction SMILES: [CH2:1]([CH:3]([NH:6][C:7]1[C:12]([C:13](O)=O)=[C:11]([NH:16][C:17]2[C:22]([CH3:23])=[CH:21][C:20]([CH3:24])=[CH:19][C:18]=2[CH3:25])[N:10]=[C:9]([CH3:26])[CH:8]=1)[CH2:4][CH3:5])[CH3:2].[H-].[Al+3].[Li+].[H-].[H-].[H-]>C(OCC)C.[Cl-].[Cl-].[Cl-].[Al+3]>[CH2:1]([CH:3]([NH:6][C:7]1[CH:8]=[C:9]([CH3:26])[N:10]=[C:11]([NH:16][C:17]2[C:18]([CH3:25])=[CH:19][C:20]([CH3:24])=[CH:21][C:22]=2[CH3:23])[C:12]=1[CH3:13])[CH2:4][CH3:5])[CH3:2] |f:1.2.3.4.5.6,8.9.10.11|. Procedure: The title compound was prepared by reduction of 4-(1-ethyl-propylamino)-6-methyl-2-(2,4,6-trimethyl-phenylamino)-nicotinic acid with 1M of lithium aluminum hydride in diethyl ether and aluminum trichloride at reflux. 1H NMR(CDCl3)6.9(s,2H), 6.0(s,1H), 5.4(brs,1H), 3.6(d,1H), 3.3(m,1H), 2.32(s,3H), 2.2(s,3H), 2.15(s,6H), 1.4-1.7(m,4H), 1.0(t,6H) ppm. Starting materials: solution, C(CCC)[Li] (n-butyllithium), C(C)(=O)NC1=NC=CC=C1 (2-acetylamino pyridine), ClC(CC)C1=NC2=C(C(O1)=O)C=CC=C2C(F)(F)F (2-(1-chloropropyl)-8-trifluoromethyl-4H-3,1-benzoxazine-4-one), Cl (hydrochloric acid). Solvent: O1CCCC1 (tetrahydrofuran), CCCCCC (hexane), O1CCCC1 (tetrahydrofuran), O (water). Conditions: temperature -70 celsius. Yields the product ClC(C(=O)NC1=C(C=CC=C1C(F)(F)F)C(CC(=O)NC1=NC=CC=C1)=O)CC (2-[(2-chloro-1-oxobutyl)-amino]-β-oxo-N-(2-pyridinyl)-3-trifluoromethyl benzene propanamide). Isolated yield 19.4%. As a reaction SMILES: C([Li])CCC.[C:6]([NH:9][C:10]1[CH:15]=[CH:14][CH:13]=[CH:12][N:11]=1)(=[O:8])[CH3:7].[Cl:16][CH:17]([C:20]1[O:25][C:24](=[O:26])[C:23]2[CH:27]=[CH:28][CH:29]=[C:30]([C:31]([F:34])([F:33])[F:32])[C:22]=2[N:21]=1)[CH2:18][CH3:19].Cl>CCCCCC.O1CCCC1.O>[Cl:16][CH:17]([CH2:18][CH3:19])[C:20]([NH:21][C:22]1[C:30]([C:31]([F:32])([F:33])[F:34])=[CH:29][CH:28]=[CH:27][C:23]=1[C:24](=[O:26])[CH2:7][C:6]([NH:9][C:10]1[CH:15]=[CH:14][CH:13]=[CH:12][N:11]=1)=[O:8])=[O:25]. Procedure details: 314.3 ml of a 1.4M solution of n-butyllithium in hexane were added to a solution of 30 g of 2-acetylamino pyridine in 886 ml of tetrahydrofuran. After cooling to -70° C., a solution of 32 g of 2-(1-chloropropyl)-8-trifluoromethyl-4H-3,1-benzoxazine-4-one [prepared by the process of Example 10 of Belgian Pat. No. 896,941] in 230 ml of tetrahydrofuran was added and the solution was poured into 500 ml of 2N hydrochloric acid and 600 ml of water. The aqueous phase was extracted with ethyl acetate an...